Dataset: the Open Reaction Database (ORD), a public repository of structured organic reaction records. Task: describe an organic reaction: reactants, conditions, products, and yield Reactants: NC=1C=NC=CC1N (3,4-diamino pyridine), C(C(=O)C)(=O)OCC (ethyl pyruvate). The solvent is C(Cl)(Cl)Cl (chloroform). Conditions: time 8 hour. Product: CC1=NC2=C(NC1=O)C=NC=C2 (2-methyl-4H-pyrido[3,4-b]pyrazin-3-one). The yield is 94.8%. RXN SMILES: [NH2:1][C:2]1[CH:3]=[N:4][CH:5]=[CH:6][C:7]=1[NH2:8].[C:9](OCC)(=[O:13])[C:10]([CH3:12])=O>C(Cl)(Cl)Cl>[CH3:12][C:10]1[C:9](=[O:13])[NH:1][C:2]2[CH:3]=[N:4][CH:5]=[CH:6][C:7]=2[N:8]=1. Procedure: A mixture of 3,4-diamino pyridine (10 g) and ethyl pyruvate (53 g) in chloroform (100 mL) was stirred at ambient temperature overnight. The precipitated solid was filtered off, washed with DCM, and dried to afford 2-methyl-4H-pyrido[3,4-b]pyrazin-3-one (14 g) as a yellowish solid. 2 g of this material was suspended in DMF (10 mL) and treated with PyBroP (6 g) and DIPEA (3.3 mL,) at ambient temperature overnight. The precipitated solid was filtered off, washed with ethanol, and dried to afford 3-... The reactants are COC(=O)c1ccc(CO)c([N+](=O)[O-])c1, [Cl-], [NH4+], O. Yields the product COC(=O)c1ccc(CO)c(N)c1. RXN SMILES: [CH3:1][O:2][C:3]([c:4]1[cH:5][c:6]([N+:12]([O-:13])=[O:14])[c:7]([CH2:10][OH:11])[cH:8][cH:9]1)=[O:15].[Cl-:16].[NH4+:17].[OH2:18]>>[CH3:1][O:2][C:3]([c:4]1[cH:5][c:6]([NH2:12])[c:7]([CH2:10][OH:11])[cH:8][cH:9]1)=[O:15]. The reactants are CC1CC(=O)O1, Oc1ccc(F)c(Cl)c1, Cl, [Na+], [OH-], O. Product: CC(CC(=O)O)Oc1ccc(F)c(Cl)c1. As a reaction SMILES: [C:12]1(=[O:17])[CH2:13][CH:14]([CH3:15])[O:16]1.[Cl:3][c:4]1[cH:5][c:6]([OH:11])[cH:7][cH:8][c:9]1[F:10].[ClH:18].[Na+:2].[OH-:1].[OH2:19]>>[Cl:3][c:4]1[cH:5][c:6]([O:11][CH:14]([CH2:13][C:12](=[O:16])[OH:17])[CH3:15])[cH:7][cH:8][c:9]1[F:10].